This data is from the Open Reaction Database (ORD), a public repository of structured organic reaction records. The task is: describe an organic reaction: reactants, conditions, products, and yield As a reaction SMILES: C([N:14]1[CH2:17][CH:16]([O:18][C:19]2[CH:24]=[C:23]([CH2:25][NH:26][C:27]3[N:45]=[CH:44][CH:43]=[CH:42][C:28]=3[C:29]([NH:31][C:32]3[CH:37]=[CH:36][C:35]([C:38]([CH3:41])([CH3:40])[CH3:39])=[CH:34][CH:33]=3)=[O:30])[CH:22]=[CH:21][N:20]=2)[CH2:15]1)(C1C=CC=CC=1)C1C=CC=CC=1.[SiH](CC)(CC)CC.C(O)(C(F)(F)F)=O>>[NH:14]1[CH2:15][CH:16]([O:18][C:19]2[CH:24]=[C:23]([CH2:25][NH:26][C:27]3[N:45]=[CH:44][CH:43]=[CH:42][C:28]=3[C:29]([NH:31][C:32]3[CH:37]=[CH:36][C:35]([C:38]([CH3:41])([CH3:40])[CH3:39])=[CH:34][CH:33]=3)=[O:30])[CH:22]=[CH:21][N:20]=2)[CH2:17]1. Starting materials: C(C1=CC=CC=C1)(C1=CC=CC=C1)N1CC(C1)OC1=NC=CC(=C1)CNC1=C(C(=O)NC2=CC=C(C=C2)C(C)(C)C)C=CC=N1 (2-{[2-(1-Benzhydryl-azetidin-3-yloxy)-pyridin-4-ylmethyl]-amino}-N-(4-tert-butyl-phenyl)-nicotinamide), [SiH](CC)(CC)CC (Et3SiH), C(=O)(C(F)(F)F)O (TFA). Yields the product N1CC(C1)OC1=NC=CC(=C1)CNC1=C(C(=O)NC2=CC=C(C=C2)C(C)(C)C)C=CC=N1 (2-{[2-(Azetidin-3-yloxy)-pyridin-4-ylmethyl]-amino}-N-(4-tert-butyl-phenyl)nicotinamide). Procedure details: 2-{[2-(1-Benzhydryl-azetidin-3-yloxy)-pyridin-4-ylmethyl]-amino}-N-(4-tert-butyl-phenyl)-nicotinamide (210 mg) was heated at reflux with Et3SiH (5 ml) and TFA (15 ml) for 9 h. The mixture was concentrated, then diluted with CH2Cl2 (50 ml) and washed with sat'd NaHCO3 (50 ml) and brine (30 ml), dried over MgSO4 and purified by silica gel chromatography (10% MeOH/2M NH3 90% EtOAc) to afford the product as a yellow solid. M+H Calc'd for C25H29N5O2: 431.2. The reactants are NC=1C(=NC=CC1)S(=O)(=O)N (3-aminopyridine-2-sulfonamide), C(C)=O (acetaldehyde), Cl (HCl). The reagents and catalysts are C(C)(=O)OCC (ethyl acetate). Solvent: C(C)(C)O (isopropanol). Yields the product CC1NS(C2=C(N1)C=CC=N2)(=O)=O (3-METHYL-2,3-DIHYDRO-4H-PYRIDO[3,2-e] [1,2,4]THIADIAZINE 1,1-DIOXIDE). Reaction SMILES: [NH2:1][C:2]1[C:3]([S:8]([NH2:11])(=[O:10])=[O:9])=[N:4][CH:5]=[CH:6][CH:7]=1.[CH:12](=O)[CH3:13].Cl>C(O)(C)C.C(OCC)(=O)C>[CH3:12][CH:13]1[NH:1][C:2]2[CH:7]=[CH:6][CH:5]=[N:4][C:3]=2[S:8](=[O:10])(=[O:9])[NH:11]1. Reported procedure: A mixture of 1 g of 3-aminopyridine-2-sulfonamide (Preparation 1) and 0.28 g of acetaldehyde in 10 cm3 of isopropanol to which 10 drops of ethyl acetate saturated with gaseous HCl have been added is brought to reflux for 1 to 2 hours. After cooling, a crystalline precipitate of the title compound is collected on a filter and washed with isopropanol. The 3-methyl-2,3-dihydro-4H-pyrido[3,2- e] [1,2,4]thiadiazine 1,1-dioxide is recrystallized from a CH3OH/H2O (1/4) mixture. The reactants are COC(C(C)(C1=CC=C(C=C1)[N+](=O)[O-])C)=O (2-methyl-2-(4-nitrophenyl)-propionic acid methyl ester), C(=O)[O-].[NH4+] (ammonium formate). The reagents and catalysts are [Pd] (Pd/C). The solvent is CO (MeOH). Product: COC(C(C)(C)C1=CC=C(C=C1)N)=O (2-(4-Amino-phenyl)-2-methyl-propionic acid methyl ester). RXN SMILES: [CH3:1][O:2][C:3](=[O:16])[C:4]([CH3:15])([C:6]1[CH:11]=[CH:10][C:9]([N+:12]([O-])=O)=[CH:8][CH:7]=1)[CH3:5].C([O-])=O.[NH4+]>CO.[Pd]>[CH3:1][O:2][C:3](=[O:16])[C:4]([C:6]1[CH:7]=[CH:8][C:9]([NH2:12])=[CH:10][CH:11]=1)([CH3:15])[CH3:5] |f:1.2|. Procedure details: To a solution of 2-methyl-2-(4-nitrophenyl)-propionic acid methyl ester (932.2 mg, 4.16 mmol) and ammonium formate (1.58 g, 25.1 mmol) in MeOH was added Pd/C (10%, 441.2 mg, 0.414 mmol). The reaction mixture was stirred at rt until gas evolution ceased, then filtered through a plug of diatomaceous earth and concentrated. The residue was redissolved in H2O and extracted with EtOAc. The organic layers were combined, dried, and concentrated to provide the title compound which was used without furth... Starting materials: BrN1C(CCC1=O)=O (N-bromosuccinimide), CC1=NC(=CC=C1)N1C(C=2C(C1=O)=CC=CC2)=O (N-(2-methylpyridin-6-yl)phthalimide), BrN1C(CCC1=O)=O (N-bromosuccinimide). The reagents and catalysts are C(C1=CC=CC=C1)(=O)OOC(C1=CC=CC=C1)=O (benzoyl peroxide), C(C1=CC=CC=C1)(=O)OOC(C1=CC=CC=C1)=O (benzoyl peroxide). Solvent: C(Cl)(Cl)Cl (chloroform). Yields the product BrCC1=NC(=CC=C1)N1C(C=2C(C1=O)=CC=CC2)=O (N-(2-bromomethylpyridin-6-yl)phthalimide). Isolated yield 39.8%. As a reaction SMILES: [CH3:1][C:2]1[CH:7]=[CH:6][CH:5]=[C:4]([N:8]2[C:12](=[O:13])[C:11]3=[CH:14][CH:15]=[CH:16][CH:17]=[C:10]3[C:9]2=[O:18])[N:3]=1.[Br:19]N1C(=O)CCC1=O>C(Cl)(Cl)Cl.C(OOC(=O)C1C=CC=CC=1)(=O)C1C=CC=CC=1>[Br:19][CH2:1][C:2]1[CH:7]=[CH:6][CH:5]=[C:4]([N:8]2[C:9](=[O:18])[C:10]3=[CH:17][CH:16]=[CH:15][CH:14]=[C:11]3[C:12]2=[O:13])[N:3]=1. Procedure: A mixture of N-(2-methylpyridin-6-yl)phthalimide (16.7 g), N-bromosuccinimide (15.0 g) and benzoyl peroxide (300 mg) in chloroform (150 ml) was refluxed for 5 hours with stirring under ultraviolet irradiation, and then additional N-bromosuccinimide (12.5 g) and benzoyl peroxide (300 mg) were added thereto. The mixture was further refluxed for 18 hours with stirring under ultraviolet irradiation. The reaction mixture was evaporated to dryness and the residue was extracted with ethyl acetate. The ... Reactants: CC1(OCC=CCO1)C (2,2-dimethyl-4,7-dihydro-1,3-dioxepin), C([O-])([O-])=O.[Na+].[Na+] (sodium carbonate), OO (hydrogen peroxide), C(C)#N (acetonitrile). Solvent: CO (methanol), [Cl-].[Na+].O (brine). Conditions: time 5 hour. Yields the product CC1(OCC2OC2CO1)C (4,4-Dimethyl-3,5,8-trioxabicyclo-[5.1.0]-octane). Isolated yield 98.6%. As a reaction SMILES: [CH3:1][C:2]1([CH3:9])[O:8][CH2:7][CH:6]=[CH:5][CH2:4][O:3]1.C(=O)([O-])[O-:11].[Na+].[Na+].C(#N)C.OO>CO.[Cl-].[Na+].O>[CH3:1][C:2]1([CH3:9])[O:8][CH2:7][CH:6]2[CH:5]([O:11]2)[CH2:4][O:3]1 |f:1.2.3,7.8.9|. Reported procedure: To a stirred solution of 2,2-dimethyl-4,7-dihydro-1,3-dioxepin (151.4 g, 1.18 mole) in methanol (500 ml) was added anhydrous sodium carbonate (85 g), followed by acetonitrile (150 ml). This suspension was treated with aqueous hydrogen peroxide (30%; 315 ml, 2.78 mole) dropwise at such a rate that the temperature was maintained at 40°. After 5 hr. at 40°, the reaction mixture was poured into brine (1.5 l) and the solution was extracted with n-butanol. The organic layer was washed with brine, drie... The yield is 35.0%. As a reaction SMILES: [OH:1][C:2]1[CH:7]=[CH:6][C:5]([CH:8]([C:13]#[C:14][CH3:15])[CH2:9][C:10]([OH:12])=[O:11])=[CH:4][CH:3]=1.N[C@H]1C2C(=CC=CC=2)C[C@H]1O>CC(O)C>[OH:1][C:2]1[CH:3]=[CH:4][C:5]([C@@H:8]([C:13]#[C:14][CH3:15])[CH2:9][C:10]([OH:12])=[O:11])=[CH:6][CH:7]=1. The solvent is CC(C)O (2-propanol), CC(C)O (2-propanol). The reactants are amine, carboxylic acid, N[C@@H]1[C@@H](CC2=CC=CC=C12)O ((1S,2R)-1-amino-2-indanol), 5L, OC1=CC=C(C=C1)C(CC(=O)O)C#CC ((+/−)-3-(4-Hydroxy-phenyl)-hex-4-ynoic acid). Reported procedure: A 5L RB flask was charged with compound 1.3 (66.4 g, 325 mmol) and 2-propanol (1 L) and then heated to 70° C. (1S,2R)-1-amino-2-indanol (46.1 g, 309 mmol) was dissolved in 2-propanol (1 L) with gentle warming. The solution of amine was added to the dissolved carboxylic acid and the resulting solution was allowed to cool to room temperature. After 16 h, the crystals were collected and dried. The salt was re-suspended in 2 L of 2-propanol and dissolved by heating to reflux. After allowing to cool ... Conditions: time 16 hour. The product is OC1=CC=C(C=C1)[C@H](CC(=O)O)C#CC ((3S)-3-(4-Hydroxy-phenyl)-hex-4-ynoic acid), solid. The reactants are O=C([O-])[O-], CCOCCl, CN(C)C=O, CCOC(=O)c1c[nH]c2nc3cc(Cl)c(F)cc3cc2c1=O, [K+], [K+]. Product: CCOCn1cc(C(=O)OCC)c(=O)c2cc3cc(F)c(Cl)cc3nc21. RXN SMILES: [C:23](=[O:24])([O-:25])[O-:26].[CH2:29]([CH3:30])[O:31][CH2:32][Cl:33].[CH3:34][N:35]([CH3:36])[CH:37]=[O:38].[Cl:1][c:2]1[c:3]([F:22])[cH:4][c:5]2[c:6]([n:7][c:8]3[nH:9][cH:10][c:11]([C:16](=[O:17])[O:18][CH2:19][CH3:20])[c:12](=[O:15])[c:13]3[cH:14]2)[cH:21]1.[K+:27].[K+:28]>>[Cl:1][c:2]1[c:3]([F:22])[cH:4][c:5]2[c:6]([n:7][c:8]3[n:9]([CH2:32][O:31][CH2:29][CH3:30])[cH:10][c:11]([C:16](=[O:17])[O:18][CH2:19][CH3:20])[c:12](=[O:15])[c:13]3[cH:14]2)[cH:21]1. Reactants: CN, CC(C)c1nc(CCl)co1, C1COCCO1, O. Yields the product CNCc1coc(C(C)C)n1. Reaction SMILES: [CH3:1][NH2:2].[Cl:3][CH2:4][c:5]1[n:6][c:7]([CH:10]([CH3:11])[CH3:12])[o:8][cH:9]1.[O:13]1[CH2:14][CH2:15][O:16][CH2:17][CH2:18]1.[OH2:19]>>[CH3:1][NH:2][CH2:4][c:5]1[n:6][c:7]([CH:10]([CH3:11])[CH3:12])[o:8][cH:9]1. The reactants are [N-]=[N+]=[N-].[Na+] (sodium azide), [I-].[Na+] (sodium iodide), S(C)(=O)(=O)OC[C@H](NC(=O)OC(C)(C)C)CCC1=CC=CC=C1 (N-tert-butoxycarbonyl-D-homophenylalaninol mesylate). Run in CN(C)C=O (DMF). Conditions: temperature 50 celsius. The product is C(C)(C)(C)OC(=O)N[C@H](CCC1=CC=CC=C1)C(=O)N=[N+]=[N-] (N-tert-butoxycarbonyl-D-homophenylalanyl azide). Isolated yield 73.0%. RXN SMILES: S([O:5][CH2:6][C@@H:7]([CH2:16][CH2:17][C:18]1[CH:23]=[CH:22][CH:21]=[CH:20][CH:19]=1)[NH:8][C:9]([O:11][C:12]([CH3:15])([CH3:14])[CH3:13])=[O:10])(=O)(=O)C.[N-:24]=[N+:25]=[N-:26].[Na+].[I-].[Na+]>CN(C=O)C>[C:12]([O:11][C:9]([NH:8][C@@H:7]([C:6]([N:24]=[N+:25]=[N-:26])=[O:5])[CH2:16][CH2:17][C:18]1[CH:23]=[CH:22][CH:21]=[CH:20][CH:19]=1)=[O:10])([CH3:15])([CH3:14])[CH3:13] |f:1.2,3.4|. Procedure details: The product from (B) (12.6 mmol) was dissolved in DMF (25 mL) and sodium azide (NaN3) (50 mmol) and sodium iodide (NaI) (50 mmol) were added. This solution was warmed at 50° C. for 24 hr then cooled to room temperature, washed with H2O (3×50 mL), extracted with EtOAc (2×50 mL) and washed with brine (1×25 mL). The organic layer was dried over Na2SO4, filtered dried to give the title compound (2.8 g, 77%) as an oil.